From a dataset of the Open Reaction Database (ORD), a public repository of structured organic reaction records. describe an organic reaction: reactants, conditions, products, and yield Yields the product CCOc1cccc(F)c1C=O. Reactants: CCOc1cccc(F)c1, [Li]CCCC, C1CCOC1, CCCCCC, CN(C)C=O. As a reaction SMILES: [CH2:12]([CH3:13])[O:14][c:15]1[cH:16][c:17]([F:21])[cH:18][cH:19][cH:20]1.[CH2:1]([Li:2])[CH2:3][CH2:4][CH3:5].[CH2:27]1[O:28][CH2:29][CH2:30][CH2:31]1.[CH3:6][CH2:7][CH2:8][CH2:9][CH2:10][CH3:11].[O:22]=[CH:23][N:24]([CH3:25])[CH3:26]>>[CH2:12]([CH3:13])[O:14][c:15]1[c:16]([CH:23]=[O:22])[c:17]([F:21])[cH:18][cH:19][cH:20]1. The reactants are ClC=1C=CC2=C(C(N(CC(=N2)SC)C)=O)C1 (7-chloro-3,4-dihydro-4-methyl-2-methylthio-5H-1,4-benzodiazepine5-one), ClC1=C(N)C(=CC=C1)Cl (2,6-dichloroaniline). Product: ClC=1C=CC2=C(C(N(CC(=N2)NC2=C(C=CC=C2Cl)Cl)C)=O)C1 (7-chloro-2-(2',6'-dichloroanilino)-3,4-dihydro-4-methyl-5H-1,4-benzodiazepine-5-one), ( 230 ). Reaction SMILES: [Cl:1][C:2]1[CH:3]=[CH:4][C:5]2[N:11]=[C:10](SC)[CH2:9][N:8]([CH3:14])[C:7](=[O:15])[C:6]=2[CH:16]=1.[Cl:17][C:18]1[CH:24]=[CH:23][CH:22]=[C:21]([Cl:25])[C:19]=1[NH2:20]>>[Cl:1][C:2]1[CH:3]=[CH:4][C:5]2[N:11]=[C:10]([NH:20][C:19]3[C:18]([Cl:17])=[CH:24][CH:23]=[CH:22][C:21]=3[Cl:25])[CH2:9][N:8]([CH3:14])[C:7](=[O:15])[C:6]=2[CH:16]=1. Procedure details: A mixture of 20.38 g (0.08m) of 7-chloro-3,4-dihydro-4-methyl-2-methylthio-5H-1,4-benzodiazepine5-one and 64.81 g (0.40m) of 2,6-dichloroaniline is stirred and heated to 225° for 11/2 hr. The reaction mixture is cooled to room temperature and crystallized from ether to give the crude product, 7-chloro-2-(2',6'-dichloroanilino)-3,4-dihydro-4-methyl-5H-1,4-benzodiazepine-5-one, m.p. (230) 240°-245°. Recrystallization from acetone-ether and from methanol-isopropanol gives white solid with m.p. 247°... Starting materials: C1CCC2=NCCCN2CC1 (DBU), BrC1=CC=C(C=C1)C1=C(C=CC=C1)N (4′-bromo-biphenyl-2-ylamine), C1CCC2=NCCCN2CC1 (DBU), C(C)(C)S(=O)(=O)Cl (isopropylsulfonyl chloride), C(C)(C)S(=O)(=O)Cl (isopropylsulfonyl chloride). The solvent is C(Cl)Cl (CH2Cl2). Reaction conditions: temperature 0 celsius, time 18 hour. Yields the product BrC1=CC=C(C=C1)C1=C(C=CC=C1)NS(=O)(=O)C(C)C (propane-2-sulfonic acid (4′-bromo-biphenyl-2-yl)-amide). The yield is 75.3%. Reaction SMILES: [Br:1][C:2]1[CH:7]=[CH:6][C:5]([C:8]2[CH:13]=[CH:12][CH:11]=[CH:10][C:9]=2[NH2:14])=[CH:4][CH:3]=1.C1CCN2C(=NCCC2)CC1.[CH:26]([S:29](Cl)(=[O:31])=[O:30])([CH3:28])[CH3:27]>C(Cl)Cl>[Br:1][C:2]1[CH:3]=[CH:4][C:5]([C:8]2[CH:13]=[CH:12][CH:11]=[CH:10][C:9]=2[NH:14][S:29]([CH:26]([CH3:28])[CH3:27])(=[O:31])=[O:30])=[CH:6][CH:7]=1. Procedure: Add 4′-bromo-biphenyl-2-ylamine (1.038 g, 4.183 mmol) to CH2Cl2 and cool to 0° C. Add first DBU (2.6 ml, 17.038 mmol), then isopropylsulfonyl chloride (0.95 ml, 8.206 mmol) drop wise to flask and warm flask to room temperature. After 18 hours monitor reaction. If SM is still present, add DBU (1 ml), then isopropylsulfonyl chloride (0.4 ml) and then stir 2 additional hours. Purify resultant product using flash chromatography (Silica gel-25% EtOAc/Hexane) to provide propane-2-sulfonic acid (4′-bro... Reaction SMILES: [C:35]([O:36][B:37]([O:38][C:39](=[O:40])[CH3:41])[O:42][C:43](=[O:44])[CH3:45])(=[O:46])[CH3:47].[CH2:19]([CH3:20])[O:21][c:22]1[c:23]([N:28]2[CH2:29][CH2:30][NH:31][CH2:32][CH2:33]2)[cH:24][cH:25][cH:26][cH:27]1.[CH:1]1([C:7](=[O:8])[CH:9]([CH2:10][CH:11]=[O:12])[c:13]2[cH:14][cH:15][cH:16][cH:17][cH:18]2)[CH2:2][CH2:3][CH2:4][CH2:5][CH2:6]1.[H-:34].[Na+:48]>>[CH:1]1([C:7](=[O:8])[CH:9]([CH2:10][CH2:11][N:31]2[CH2:30][CH2:29][N:28]([c:23]3[c:22]([O:21][CH2:19][CH3:20])[cH:27][cH:26][cH:25][cH:24]3)[CH2:33][CH2:32]2)[c:13]2[cH:14][cH:15][cH:16][cH:17][cH:18]2)[CH2:2][CH2:3][CH2:4][CH2:5][CH2:6]1. Reactants: CC(=O)OB(OC(C)=O)OC(C)=O, CCOc1ccccc1N1CCNCC1, O=CCC(C(=O)C1CCCCC1)c1ccccc1, [H-], [Na+]. Product: CCOc1ccccc1N1CCN(CCC(C(=O)C2CCCCC2)c2ccccc2)CC1. Starting materials: FC(C(=O)NC1=CC(=CC=C1)I)(F)F (2,2,2-trifluoro-N-(3-iodophenyl)acetamide), C=C1C(OCC1)=O (3-methylenedihydrofuran-2(3H)-one), CC(=O)[O-].[K+] (KOAc). The reagents and catalysts are CC(=O)[O-].CC(=O)[O-].[Pd+2] (Pd(OAc)2). The solvent is CN1CCCC1=O (NMP). Reaction conditions: temperature 110 celsius. Yields the product FC(C(=O)NC1=CC(=CC=C1)\C=C\1/C(OCC1)=O)(F)F ((Z)-2,2,2-trifluoro-N-(3-((2-oxodihydrofuran-3(2H)-ylidene)methyl)phenyl)acetamide). Isolated yield 80.9%. As a reaction SMILES: [F:1][C:2]([F:14])([F:13])[C:3]([NH:5][C:6]1[CH:11]=[CH:10][CH:9]=[C:8](I)[CH:7]=1)=[O:4].[CH2:15]=[C:16]1[CH2:20][CH2:19][O:18][C:17]1=[O:21].CC([O-])=O.[K+]>CN1C(=O)CCC1.CC([O-])=O.CC([O-])=O.[Pd+2]>[F:1][C:2]([F:14])([F:13])[C:3]([NH:5][C:6]1[CH:11]=[CH:10][CH:9]=[C:8](/[CH:15]=[C:16]2\[C:17](=[O:21])[O:18][CH2:19][CH2:20]\2)[CH:7]=1)=[O:4] |f:2.3,5.6.7|. Procedure details: The reaction mixture of 2,2,2-trifluoro-N-(3-iodophenyl)acetamide (160 mg, 0.52 mmol), 3-methylenedihydrofuran-2(3H)-one (62 mg, 0.63 mmol), Pd(OAc)2 (33 mg, 0.015 mmol) and KOAc (200 mg, 2.04 mmol) in NMP (2 mL) was degassed and heated to 110° C. for 12 hrs. The mixture was extracted with EtOAc and washed with H2O, brine, dried over MgSO4, filtered, concentrated in reduced pressure to dryness, and recrystallized in MeOH to give desired intermediate (Z)-2,2,2-trifluoro-N-(3-((2-oxodihydrofuran-3... Starting materials: C1(=CC=CC=C1)[C@@H]1NC(N[C@@H]1C1=CC=CC=C1)=S (cis-4,5-Diphenylimidazolidine-2-thione), COC=1C=C(CCl)C=C(C1)OC (3,5-dimethoxybenzyl chloride). The solvent is CCO (EtOH). The product is Cl.COC=1C=C(CSC=2N[C@@H]([C@@H](N2)C2=CC=CC=C2)C2=CC=CC=C2)C=C(C1)OC (2-[(3,5-Dimethoxybenzyl)thio]-cis-4,5-diphenyl-4,5-dihydro-1H-imidazole hydrochloride). Isolated yield 54.5%. As a reaction SMILES: [C:1]1([C@H:7]2[C@@H:11]([C:12]3[CH:17]=[CH:16][CH:15]=[CH:14][CH:13]=3)[NH:10][C:9](=[S:18])[NH:8]2)[CH:6]=[CH:5][CH:4]=[CH:3][CH:2]=1.[CH3:19][O:20][C:21]1[CH:22]=[C:23]([CH:26]=[C:27]([O:29][CH3:30])[CH:28]=1)[CH2:24][Cl:25]>CCO>[ClH:25].[CH3:30][O:29][C:27]1[CH:26]=[C:23]([CH:22]=[C:21]([O:20][CH3:19])[CH:28]=1)[CH2:24][S:18][C:9]1[NH:8][C@H:7]([C:1]2[CH:2]=[CH:3][CH:4]=[CH:5][CH:6]=2)[C@H:11]([C:12]2[CH:13]=[CH:14][CH:15]=[CH:16][CH:17]=2)[N:10]=1 |f:3.4|. Procedure details: A mixture of intermediate 25 (200 mg, 0.786 mmol) and 3,5-dimethoxybenzyl chloride (0.293 mg, 1.57 mmol) in abs. EtOH (2 mL) is heated at 95° C. for 24 h. The reaction mixture is cooled to RT, evaporated to dryness, and the residue suspended in Et2O. The insoluble material is filtered to give 189 mg of the product 206. 1H NMR (DMSO-d6) δ 11.37 (s, 2 H), 7.85-7.45 (m, 4 H), 7.20-6.90 (m, 6 H), 6.90-6.60 (m, 4 H), 5.78 (s, 2 H), 4.70 (s, 2 H), 3.78 (s, 6 H); MS: m/z 405 (M++1).